From a dataset of the Open Reaction Database (ORD), a public repository of structured organic reaction records. describe an organic reaction: reactants, conditions, products, and yield Reactants: O=S(=O)(Cl)c1ccc(F)cc1F, COc1ccc(C(=O)Nc2ccccc2)cc1N, c1ccncc1. The product is COc1ccc(C(=O)Nc2ccccc2)cc1NS(=O)(=O)c1ccc(F)cc1F. RXN SMILES: [F:1][c:2]1[c:3]([S:9](=[O:10])(=[O:11])[Cl:12])[cH:4][cH:5][c:6]([F:8])[cH:7]1.[NH2:13][c:14]1[cH:15][c:16]([C:17](=[O:18])[NH:19][c:20]2[cH:21][cH:22][cH:23][cH:24][cH:25]2)[cH:26][cH:27][c:28]1[O:29][CH3:30].[cH:31]1[cH:32][cH:33][n:34][cH:35][cH:36]1>>[F:1][c:2]1[c:3]([S:9](=[O:10])(=[O:11])[NH:13][c:14]2[cH:15][c:16]([C:17](=[O:18])[NH:19][c:20]3[cH:21][cH:22][cH:23][cH:24][cH:25]3)[cH:26][cH:27][c:28]2[O:29][CH3:30])[cH:4][cH:5][c:6]([F:8])[cH:7]1. The reactants are O=C1C(C(CC1)CCC(CCCCC)=O)CCCCCCC(=O)O (7-[2-oxo-5-(3-oxo-1-octyl)cyclopentyl]heptanoic acid), [BH4-].[Na+] (sodium borohydride). Run in C(C)O (ethanol), [OH-].[Na+] (sodium hydroxide), [OH-].[Na+] (sodium hydroxide). Reaction conditions: time 1 day. Yields the product OC1C(C(CC1)CCC(CCCCC)O)CCCCCCC(=O)O (7-[2-hydroxy-5-(3-hydroxy-1-octyl)cyclopentyl]heptanoic acid). Yield: 74.1%. Reaction SMILES: [O:1]=[C:2]1[CH2:6][CH2:5][CH:4]([CH2:7][CH2:8][C:9](=[O:15])[CH2:10][CH2:11][CH2:12][CH2:13][CH3:14])[CH:3]1[CH2:16][CH2:17][CH2:18][CH2:19][CH2:20][CH2:21][C:22]([OH:24])=[O:23].[BH4-].[Na+]>C(O)C.[OH-].[Na+]>[OH:1][CH:2]1[CH2:6][CH2:5][CH:4]([CH2:7][CH2:8][CH:9]([OH:15])[CH2:10][CH2:11][CH2:12][CH2:13][CH3:14])[CH:3]1[CH2:16][CH2:17][CH2:18][CH2:19][CH2:20][CH2:21][C:22]([OH:24])=[O:23] |f:1.2,4.5|. Reported procedure: A solution of the crude 7-[2-oxo-5-(3-oxo-1-octyl)cyclopentyl]heptanoic acid (0.8 g.) in ethanol (20 ml.) was neutralised by addition of 1N sodium hydroxide (2.40 ml.). The resulting solution was then treated with a solution of sodium borohydride (0.25g.) in 0.2 N sodium hydroxide (2.5 ml.) and stirred at ambient temperature for 1 day. The ethanol was then evaporated in vacuo, water added and any non-acidic material removed by extraction with diethyl ether. The aqueous phase was covered with a l... Procedure details: To toluene (20 ml) and 2,3-dihydro-6-methoxy-2-(4-methoxyphenyl)benzo[b]thiophene-3-carboxylic acid methyl ester (0.7365 g, 2.33 mmol) is added dichlorodicyanoquinone (0.5405 g, 2.38 mmol, 2.38 mmol). The mixture is placed under nitrogen and heated to reflux for 16 hours, then cooled and filtered. The filter cake is rinsed with additional toluene and the filtrate and rinse are combined and concentrated to afford crude product, which is purified by silica gel chromatography (9:1 hexanes:ethyl ace... The product is COC(=O)C=1C2=C(SC1C1=CC=C(C=C1)OC)C=C(C=C2)OC (6-Methoxy-2-(4-Methoxyphenyl)benzo[b]thiophene-3-Carboxylic Acid Methyl Ester). Reactants: COC(=O)C1C2=C(SC1C1=CC=C(C=C1)OC)C=C(C=C2)OC (2,3-dihydro-6-methoxy-2-(4-methoxyphenyl)benzo[b]thiophene-3-carboxylic acid methyl ester), dichlorodicyanoquinone. The solvent is C1(=CC=CC=C1)C (toluene). The yield is 93.8%. As a reaction SMILES: [CH3:1][O:2][C:3]([CH:5]1[CH:9]([C:10]2[CH:15]=[CH:14][C:13]([O:16][CH3:17])=[CH:12][CH:11]=2)[S:8][C:7]2[CH:18]=[C:19]([O:22][CH3:23])[CH:20]=[CH:21][C:6]1=2)=[O:4]>C1(C)C=CC=CC=1>[CH3:1][O:2][C:3]([C:5]1[C:6]2[CH:21]=[CH:20][C:19]([O:22][CH3:23])=[CH:18][C:7]=2[S:8][C:9]=1[C:10]1[CH:11]=[CH:12][C:13]([O:16][CH3:17])=[CH:14][CH:15]=1)=[O:4]. Starting materials: COC=1C=C2C(C(NC2=CC1OC)=O)=CO (5,6-Dimethoxy-3-hydroxymethylene oxindole), C(C)(=O)O (acetic acid), C(C(C)C)OC(=O)N1CCNCC1 (piperazine-N-carboxylic acid isobutyl ester). The solvent is C1=CC=CC=C1 (benzene), O (water), C1=CC=CC=C1 (benzene). Reaction conditions: time 20 minute. Yields the product COC=1C=C2C(C(NC2=CC1OC)=O)=CN1CCN(CC1)C(=O)OCC(C)C (5,6-Dimethoxy-3[4(2-methylpropyloxycarbonyl)piperazino]methylene oxindole). As a reaction SMILES: [CH3:1][O:2][C:3]1[CH:4]=[C:5]2[C:9](=[CH:10][C:11]=1[O:12][CH3:13])[NH:8][C:7](=[O:14])[C:6]2=[CH:15]O.C(O)(=O)C.[CH2:21]([O:25][C:26]([N:28]1[CH2:33][CH2:32][NH:31][CH2:30][CH2:29]1)=[O:27])[CH:22]([CH3:24])[CH3:23]>C1C=CC=CC=1.O>[CH3:1][O:2][C:3]1[CH:4]=[C:5]2[C:9](=[CH:10][C:11]=1[O:12][CH3:13])[NH:8][C:7](=[O:14])[C:6]2=[CH:15][N:31]1[CH2:30][CH2:29][N:28]([C:26]([O:25][CH2:21][CH:22]([CH3:24])[CH3:23])=[O:27])[CH2:33][CH2:32]1. Reported procedure: 5.00 g. of 5,6-Dimethoxy-3-hydroxymethylene oxindole, 2.5 g. acetic acid and 6.5 g. piperazine-N-carboxylic acid isobutyl ester (U.S. Pat. No. 3,635,979) in 40 ml. benzene was refluxed using a water separator to remove the water as it formed. After 20 minutes, 200 ml. benzene was added and the solution extracted with potassium carbonate and water. The benzene solution was treated with magnesium sulfate and charcoal, filtered, concentrated and the residue crystallized from isopropyl alcohol and e... Starting materials: C(C)(C)C1=NC(=C(C(=C1C(=O)OCC)C1=C(C=C(C=C1)Cl)Cl)C=CCCC)C(C)C (Ethyl 2,6-diisopropyl-4-(2,4-dichlorophenyl)-5-(pent-1-enyl)pyridine-3-carboxylate). Solvent: C(C)(=O)OCC.CCCCCC (ethyl acetate n-hexane). The product is C(C)(C)C1=NC(=C(C(=C1CO)C1=C(C=C(C=C1)Cl)Cl)C=CCCC)C(C)C (2,6-Diisopropyl-3-hydroxymethyl-4-(2,4-dichlorophenyl)-5-(pent-1-enyl)pyridine). Reaction SMILES: [CH:1]([C:4]1[C:9]([C:10](OCC)=[O:11])=[C:8]([C:15]2[CH:20]=[CH:19][C:18]([Cl:21])=[CH:17][C:16]=2[Cl:22])[C:7]([CH:23]=[CH:24][CH2:25][CH2:26][CH3:27])=[C:6]([CH:28]([CH3:30])[CH3:29])[N:5]=1)([CH3:3])[CH3:2]>C(OCC)(=O)C.CCCCCC>[CH:1]([C:4]1[C:9]([CH2:10][OH:11])=[C:8]([C:15]2[CH:20]=[CH:19][C:18]([Cl:21])=[CH:17][C:16]=2[Cl:22])[C:7]([CH:23]=[CH:24][CH2:25][CH2:26][CH3:27])=[C:6]([CH:28]([CH3:29])[CH3:30])[N:5]=1)([CH3:3])[CH3:2] |f:1.2|. Procedure: The title compound was prepared from the intermediate obtained in Step A by the procedure described in Example 125, Step F. 1H NMR (300 MHz, CDCl3) (reported as a 1:1 mixture of olefins): δ 0.75-0.87 (m, 3 H), 1.13-1.37 (m, 14 H), 1.65-2.0 (m, 2 H), 3.20-3.51 (m, 2 H), 4.30 (m, 1 H), 4.42 (m, 1 H), 5.31-5.50 (m, 1 H), 6.0 (m, 1 H), 7.05 (m, 1 H), 7.28 (m, 1 H), 7.47 (m, 1 H). Rf0.38 (10% ethyl acetate/n-hexane). The reactants are C(C1=CC=CC=C1)OC(=O)N1C(=NC2=C1C=C(C(=C2)Cl)Cl)C2=CC(=C(C=C2)OC)[N+](=O)[O-] (5,6-Dichloro-2-(4-methoxy-3-nitro-phenyl)-benzoimidazole-1-carboxylic acid benzyl ester). The reagents and catalysts are [Zn] (Zinc). The solvent is C(C)(=O)O (acetic acid). Reaction conditions: time 2 hour. Yields the product C(C1=CC=CC=C1)OC(=O)N1C(=NC2=C1C=C(C(=C2)Cl)Cl)C2=CC(=C(C=C2)OC)N (2-(3-Amino-4-methoxy-phenyl)-5,6-dichloro-benzoimidazole-1-carboxylic acid benzyl ester). The yield is 56.5%. Reaction SMILES: [CH2:1]([O:8][C:9]([N:11]1[C:15]2[CH:16]=[C:17]([Cl:21])[C:18]([Cl:20])=[CH:19][C:14]=2[N:13]=[C:12]1[C:22]1[CH:27]=[CH:26][C:25]([O:28][CH3:29])=[C:24]([N+:30]([O-])=O)[CH:23]=1)=[O:10])[C:2]1[CH:7]=[CH:6][CH:5]=[CH:4][CH:3]=1>[Zn].C(O)(=O)C>[CH2:1]([O:8][C:9]([N:11]1[C:15]2[CH:16]=[C:17]([Cl:21])[C:18]([Cl:20])=[CH:19][C:14]=2[N:13]=[C:12]1[C:22]1[CH:27]=[CH:26][C:25]([O:28][CH3:29])=[C:24]([NH2:30])[CH:23]=1)=[O:10])[C:2]1[CH:7]=[CH:6][CH:5]=[CH:4][CH:3]=1. Reported procedure: 5,6-Dichloro-2-(4-methoxy-3-nitro-phenyl)-benzoimidazole-1-carboxylic acid benzyl ester (1.14 g, 2.4 mmol) from Step B was combined with glacial acetic acid (50 mL). Zinc dust (7.81 g, 120 mmol) was then gradually added to the stirred reaction mixture. After 2 hours, the zinc was filtered from the reaction mixture and the filtrate concentrated to an oil via rotary evaporation (60° C.). The oil was taken up in ethyl acetate and washed with saturated aqueous sodium bicarbonate solution and brine, ... The reactants are C1CCOC1, Cl, CCn1cc(C2(c3cccc(-c4cccnc4F)c3)N=C(N)N(C)C2=O)cc1C=O, CON. The product is Cl, CCn1cc(C2(c3cccc(-c4cccnc4F)c3)N=C(N)N(C)C2=O)cc1C=NOC. Reaction SMILES: [CH2:35]1[O:36][CH2:37][CH2:38][CH2:39]1.[ClH:31].[NH2:1][C:2]1=[N:6][C:5]([c:7]2[cH:8][c:9](-[c:13]3[c:14]([F:19])[n:15][cH:16][cH:17][cH:18]3)[cH:10][cH:11][cH:12]2)([c:20]2[cH:21][c:22]([CH:27]=[O:28])[n:23]([CH2:25][CH3:26])[cH:24]2)[C:4](=[O:29])[N:3]1[CH3:30].[O:32]([CH3:33])[NH2:34]>>[ClH:31].[NH2:1][C:2]1=[N:6][C:5]([c:7]2[cH:8][c:9](-[c:13]3[c:14]([F:19])[n:15][cH:16][cH:17][cH:18]3)[cH:10][cH:11][cH:12]2)([c:20]2[cH:21][c:22]([CH:27]=[N:34][O:32][CH3:33])[n:23]([CH2:25][CH3:26])[cH:24]2)[C:4](=[O:29])[N:3]1[CH3:30]. The reactants are COCOC1=CC2=C(C(C(CO2)(C)C2=CC=C(C=C2)OCOC)CCCCCCCCCSCCN2CCCCC2)C=C1 ((3RS,4RS)-7-Methoxymethyloxy-3-[4-(methoxymethyloxy)phenyl]-3-methyl-4-[9-(2-piperidinoethylthio)nonyl]-2,3-dihydro-4H-benzopyran), Cl (HCl), O (water). Solvent: CO (methanol), CO (methanol). Run at temperature 40 celsius, time 5 hour. Yields the product OC1=CC2=C(C(C(CO2)(C)C2=CC=C(C=C2)O)CCCCCCCCCSCCN2CCCCC2)C=C1 ((3RS,4RS)-7-hydroxy-3-(4-hydroxyphenyl)-3-methyl-4-[9-(2-piperidinoethylthio)nonyl]-2,3-dihydro-4H-benzopyran). The yield is 94.4%. RXN SMILES: COC[O:4][C:5]1[CH:43]=[CH:42][C:8]2[CH:9]([CH2:24][CH2:25][CH2:26][CH2:27][CH2:28][CH2:29][CH2:30][CH2:31][CH2:32][S:33][CH2:34][CH2:35][N:36]3[CH2:41][CH2:40][CH2:39][CH2:38][CH2:37]3)[C:10]([C:14]3[CH:19]=[CH:18][C:17]([O:20]COC)=[CH:16][CH:15]=3)([CH3:13])[CH2:11][O:12][C:7]=2[CH:6]=1.Cl.O>CO>[OH:4][C:5]1[CH:43]=[CH:42][C:8]2[CH:9]([CH2:24][CH2:25][CH2:26][CH2:27][CH2:28][CH2:29][CH2:30][CH2:31][CH2:32][S:33][CH2:34][CH2:35][N:36]3[CH2:41][CH2:40][CH2:39][CH2:38][CH2:37]3)[C:10]([C:14]3[CH:15]=[CH:16][C:17]([OH:20])=[CH:18][CH:19]=3)([CH3:13])[CH2:11][O:12][C:7]=2[CH:6]=1. Reported procedure: (3RS,4RS)-7-Methoxymethyloxy-3-[4-(methoxymethyloxy)phenyl]-3-methyl-4-[9-(2-piperidinoethylthio)nonyl]-2,3-dihydro-4H-benzopyran (174 mg, 0.28 mmol) and methanol solution of 5N--HCl (1 ml) were dissolved in methanol (10 ml) and then stirred for 5 hours at 40° C. The reaction solution was cooled to room temperature and, after adding water, extracted with ethyl acetate. The organic layer thus separated was dried over anhydrous magnesium sulfate and then concentrated under reduced pressure. The re... Starting materials: C(CCC)C(COC=1C2=C(C=3C=C(C4=C(C3C1)C=CS4)OCC(CCCCCC)CCCC)C=CS2)CCCCCC (5,10-Bis-(2-butyl-octyloxy)-1,6-dithia-dicyclopenta[a,f]naphthalene), C[Sn](C)(C)Cl (Trimethyltin chloride), C1CCOC1 (THF), [Li+].CCC[CH2-] (N-Butyllithium). Solvent: CCCCCC (Hexane). Run at temperature -78 celsius, time 30 minute. Yields the product C(CCC)C(COC=1C2=C(C=3C=C(C4=C(C3C1)C=C(S4)[Sn](C)(C)C)OCC(CCCCCC)CCCC)C=C(S2)[Sn](C)(C)C)CCCCCC (5,10-bis-(2-butyl-octyloxy)-2,7-bis-trimethylstannanyl-1,6-dithia-dicyclopenta[a,f]naphthalene). Isolated yield 79.1%. Reaction SMILES: [CH2:1]([CH:5]([CH2:37][CH2:38][CH2:39][CH2:40][CH2:41][CH3:42])[CH2:6][O:7][C:8]1[C:9]2[S:36][CH:35]=[CH:34][C:10]=2[C:11]2[CH:12]=[C:13]([O:21][CH2:22][CH:23]([CH2:30][CH2:31][CH2:32][CH3:33])[CH2:24][CH2:25][CH2:26][CH2:27][CH2:28][CH3:29])[C:14]3[S:20][CH:19]=[CH:18][C:15]=3[C:16]=2[CH:17]=1)[CH2:2][CH2:3][CH3:4].C1COCC1.[Li+].CCC[CH2-].[CH3:53][Sn:54](Cl)([CH3:56])[CH3:55]>CCCCCC>[CH2:30]([CH:23]([CH2:24][CH2:25][CH2:26][CH2:27][CH2:28][CH3:29])[CH2:22][O:21][C:13]1[C:14]2[S:20][C:19]([Sn:54]([CH3:56])([CH3:55])[CH3:53])=[CH:18][C:15]=2[C:16]2[CH:17]=[C:8]([O:7][CH2:6][CH:5]([CH2:1][CH2:2][CH2:3][CH3:4])[CH2:37][CH2:38][CH2:39][CH2:40][CH2:41][CH3:42])[C:9]3[S:36][C:35]([Sn:54]([CH3:56])([CH3:55])[CH3:53])=[CH:34][C:10]=3[C:11]=2[CH:12]=1)[CH2:31][CH2:32][CH3:33] |f:2.3|. Procedure details: 5,10-Bis-(2-butyl-octyloxy)-1,6-dithia-dicyclopenta[a,f]naphthalene (1.41 g, 2.3 mmol) was added into a 200 mL flask. The system was vacuumed and backfilled with argon 3 times before 60 mL of anhydrous THF was injected. N-Butyllithium (2.2 mL, 2.5 M in hexane, 5.09 mmol) was added after the mixture was cooled to −78° C. A white precipitate was observed after the mixture was stirred at −78° C. for 30 minutes. Stirring was continued at room temperature for one more hour before the mixture was cool...